This data is from the Open Reaction Database (ORD), a public repository of structured organic reaction records. The task is: describe an organic reaction: reactants, conditions, products, and yield The reactants are Cl (HCl), ceric ammonium nitrate, CCN=C=NCCCN(C)C (EDCI), C(C)OC(CC(CN(C)C(=O)OC(C)(C)C)=O)=O (ethyl-4-[(tert-butoxycarbonyl)(methyl)amino]-3-oxobutanoate), C(=O)C=1SC(=CN1)C(=O)O (2-formyl-1,3-thiazole-5-carboxylic acid), N1CCCCC1 (piperidine), R-(−)-1-aminoindane, product, N\C(=C/C(=O)OCC)\CC1=CC=C(C=C1)F (ethyl (2Z)-3-amino-4-(4-fluorophenyl)-2-butenoate), C=1C=CC2=C(C1)N=NN2O (HOBt), N1CC=CC=C1 (dihydropyridine). Run in O (H2O), CCOCC (Et2O), O (H2O), C1=CC=CC=C1 (benzene), C(Cl)Cl (CH2Cl2). Conditions: time 14 hour. Yields the product [C@H]1(CCC2=CC=CC=C12)NC(=O)C1=CN=C(S1)C1=C(C(=NC2=C1C(N1CCC[C@@H]21)=O)CC2=CC=C(C=C2)F)C(=O)OCC (Ethyl (9aS)-4-(5-{[(1R)-2,3-dihydro-1H-inden-1-ylamino]carbonyl}-1,3-thiazol-2-yl)-2-(4-fluorobenzyl)-5-oxo-7,8,9,9a-tetrahydro-5H-pyrido[2,3-a]pyrrolizine-3-carboxylate). Isolated yield 6.0%. Reaction SMILES: [CH2:1]([O:3]C(=O)CC(=O)CN(C(OC(C)(C)C)=O)C)[CH3:2].[CH:19]([C:21]1[S:22][C:23]([C:26]([OH:28])=O)=[CH:24][N:25]=1)=O.[NH:29]1[CH2:34][CH2:33][CH2:32][CH2:31][CH2:30]1.[NH2:35]/[C:36](/[CH2:43][C:44]1[CH:49]=[CH:48][C:47]([F:50])=[CH:46][CH:45]=1)=[CH:37]\[C:38]([O:40][CH2:41][CH3:42])=[O:39].[NH:51]1[CH:56]=[CH:55][CH:54]=[CH:53][CH2:52]1.CCN=C=NCCCN(C)C.C1C=[CH:70][C:71]2N(O)N=N[C:72]=2[CH:73]=1.Cl>C(Cl)Cl.CCOCC.O.C1C=CC=CC=1>[C@H:56]1([NH:51][C:26]([C:23]2[S:22][C:21]([C:19]3[C:2]4[C:1](=[O:3])[N:29]5[C@H:31]([C:30]=4[N:35]=[C:36]([CH2:43][C:44]4[CH:45]=[CH:46][C:47]([F:50])=[CH:48][CH:49]=4)[C:37]=3[C:38]([O:40][CH2:41][CH3:42])=[O:39])[CH2:32][CH2:33][CH2:34]5)=[N:25][CH:24]=2)=[O:28])[C:55]2[C:54](=[CH:73][CH:72]=[CH:71][CH:70]=2)[CH2:53][CH2:52]1. Reported procedure: A benzene (15 mL) solution of ethyl-4-[(tert-butoxycarbonyl)(methyl)amino]-3-oxobutanoate (1.80 g, 6.31 mmol), 2-formyl-1,3-thiazole-5-carboxylic acid (0.992 g, 6.31 mmol) and piperidine (0.312 mL, 3.16 mmol) was refluxed with azeotropic removal of H2O for 1.5 h and then cooled to ambient temperature and concentrated. The residue was redissolved in EtOAc and washed with 1 N HCl, 2× H2O, 1× brine and the organics dried (Na2SO4), filtered and concentrated to an amorphous brown solid. The Knoevenag... The reactants are C(C1=CC=CC=C1)OC1=C(CC2=CC=C(C(=O)OC)C=C2)C=CC=C1 (methyl 4-(2-benzyloxybenzyl)benzoate), Cl (hydrochloric acid), [H-].[Al+3].[Li+].[H-].[H-].[H-] (lithium aluminum hydride), C(C)(=O)OCC (Ethyl acetate). Run in O1CCCC1 (tetrahydrofuran), O (water), O1CCCC1 (tetrahydrofuran). Reaction conditions: time 1 hour. Product: C(C1=CC=CC=C1)OC1=C(CC2=CC=C(CO)C=C2)C=CC=C1 (4-(2-benzyloxybenzyl)benzyl alcohol). Isolated yield 98.8%. Reaction SMILES: [H-].[Al+3].[Li+].[H-].[H-].[H-].[CH2:7]([O:14][C:15]1[CH:31]=[CH:30][CH:29]=[CH:28][C:16]=1[CH2:17][C:18]1[CH:27]=[CH:26][C:21]([C:22](OC)=[O:23])=[CH:20][CH:19]=1)[C:8]1[CH:13]=[CH:12][CH:11]=[CH:10][CH:9]=1.C(OCC)(=O)C.Cl>O1CCCC1.O>[CH2:7]([O:14][C:15]1[CH:31]=[CH:30][CH:29]=[CH:28][C:16]=1[CH2:17][C:18]1[CH:19]=[CH:20][C:21]([CH2:22][OH:23])=[CH:26][CH:27]=1)[C:8]1[CH:9]=[CH:10][CH:11]=[CH:12][CH:13]=1 |f:0.1.2.3.4.5|. Reported procedure: To a suspension of lithium aluminum hydride (0.47 g) in tetrahydrofuran (5 mL) was added dropwise a solution of methyl 4-(2-benzyloxybenzyl)benzoate (2.1 g) in tetrahydrofuran (5 mL) at 0° C., and the mixture was stirred at the same temperature for 1 hour. Ethyl acetate (10 mL) was added to the reaction mixture, and the resulting mixture was stirred for 30 minutes. To the reaction mixture were added water and dilute hydrochloric acid, and the mixture was extracted with ethyl acetate. The organic... Reactants: CC=1C(=CC2=CC=CC=C2C1)C=O (3-methylnaphthalene-2-carboxaldehyde), [H-].[Al+3].[Li+].[H-].[H-].[H-] (lithium aluminum hydride). Solvent: C1CCOC1 (THF). Conditions: temperature 0 celsius, time 10 minute. Product: OCC1=CC2=CC=CC=C2C=C1C (2-Hydroxymethyl-3-methylnaphthalene). Yield: 71.7%. RXN SMILES: [CH3:1][C:2]1[C:3]([CH:12]=[O:13])=[CH:4][C:5]2[C:10]([CH:11]=1)=[CH:9][CH:8]=[CH:7][CH:6]=2.[H-].[Al+3].[Li+].[H-].[H-].[H-]>C1COCC1>[OH:13][CH2:12][C:3]1[C:2]([CH3:1])=[CH:11][C:10]2[C:5](=[CH:6][CH:7]=[CH:8][CH:9]=2)[CH:4]=1 |f:1.2.3.4.5.6|. Procedure details: To a stirred solution of 3-methylnaphthalene-2-carboxaldehyde (3.40 g, 20 mmol) in dry THF (200 mL) cooled to 0° C. was added lithium aluminum hydride (LAH, 380 mg, 10 mmol), in portions over 10 minutes. The resulting solution was stirred at 0° C. for 1.5 hours. Excess LAH was quenched by the addition of H2O (50 mL) and the THF was removed in vacuo. The residue was diluted with 1N HCl (150 mL) and extracted with Et2O (3×200 mL). The organics were dried (MgSO4) and concentrated in vacuo to give t... Reactants: C1(=CC=CC=C1)N1C(=CC2=C(C(=C(C=C12)OC)OC)OC)C(=O)O (1-Phenyl-4,5,6-trimethoxyindole-2-carboxylic acid), N1CCNCCC1 (homopiperazine). The product is C1(=CC=CC=C1)N1C(=CC2=C(C(=C(C=C12)OC)OC)OC)C(=O)N1CCN(CCC1)C(=O)C=1N(C2=CC(=C(C(=C2C1)OC)OC)OC)C1=CC=CC=C1 (N,N′-bis(1-phenyl-4,5,6-trimethoxyindole-2-carbonyl)homopiperazine). As a reaction SMILES: [C:1]1([N:7]2[C:15]3[C:10](=[C:11]([O:20][CH3:21])[C:12]([O:18][CH3:19])=[C:13]([O:16][CH3:17])[CH:14]=3)[CH:9]=[C:8]2[C:22]([OH:24])=O)[CH:6]=[CH:5][CH:4]=[CH:3][CH:2]=1.[NH:25]1[CH2:31][CH2:30][CH2:29][NH:28][CH2:27][CH2:26]1>>[C:1]1([N:7]2[C:15]3[C:10](=[C:11]([O:20][CH3:21])[C:12]([O:18][CH3:19])=[C:13]([O:16][CH3:17])[CH:14]=3)[CH:9]=[C:8]2[C:22]([N:25]2[CH2:31][CH2:30][CH2:29][N:28]([C:22]([C:8]3[N:7]([C:1]4[CH:6]=[CH:5][CH:4]=[CH:3][CH:2]=4)[C:15]4[C:10]([CH:9]=3)=[C:11]([O:20][CH3:21])[C:12]([O:18][CH3:19])=[C:13]([O:16][CH3:17])[CH:14]=4)=[O:24])[CH2:27][CH2:26]2)=[O:24])[CH:6]=[CH:5][CH:4]=[CH:3][CH:2]=1. Reported procedure: 1-Phenyl-4,5,6-trimethoxyindole-2-carboxylic acid (91 mg) and homopiperazine (14 mg) were reacted in the same manner as in Preparation Example 37 to obtain the title compound. Starting materials: CC(=O)Cl, ClCCl, CC1CCCCN1c1ccc(C(=O)O)cc1N, c1ccncc1. Yields the product CC(=O)Nc1cc(C(=O)O)ccc1N1CCCCC1C. As a reaction SMILES: [CH3:24][C:25]([Cl:26])=[O:27].[Cl:28][CH2:29][Cl:30].[NH2:1][c:2]1[cH:3][c:4]([C:5](=[O:6])[OH:7])[cH:8][cH:9][c:10]1[N:11]1[CH:12]([CH3:17])[CH2:13][CH2:14][CH2:15][CH2:16]1.[cH:18]1[cH:19][cH:20][n:21][cH:22][cH:23]1>>[NH:1]([c:2]1[cH:3][c:4]([C:5](=[O:6])[OH:7])[cH:8][cH:9][c:10]1[N:11]1[CH:12]([CH3:17])[CH2:13][CH2:14][CH2:15][CH2:16]1)[C:25]([CH3:24])=[O:27].